describe an organic reaction: reactants, conditions, products, and yield From a dataset of the Open Reaction Database (ORD), a public repository of structured organic reaction records. The reactants are [N+](=O)([O-])C1=CC=CC=2C(C3=CC=CC=C3C(C12)=O)=O (1-nitroanthraquinone), [OH-].[Na+] (sodium hydroxide), O.NN (hydrazine hydrate), [OH-].[Na+] (sodium hydroxide), [N+](=O)([O-])C1=CC=CC=2C(C3=CC=CC=C3C(C12)=O)=O (1-nitro-anthraquinone). The solvent is O (water). Run at time 1 hour. Yields the product NC1=CC=CC=2C(C3=CC=CC=C3C(C12)=O)=O (1-amino-anthraquinone). As a reaction SMILES: O.NN.[OH-].[Na+].[N+:6]([C:9]1[C:22]2[C:21](=[O:23])[C:20]3[C:15](=[CH:16][CH:17]=[CH:18][CH:19]=3)[C:14](=[O:24])[C:13]=2[CH:12]=[CH:11][CH:10]=1)([O-])=O>O>[NH2:6][C:9]1[C:22]2[C:21](=[O:23])[C:20]3[C:15](=[CH:16][CH:17]=[CH:18][CH:19]=3)[C:14](=[O:24])[C:13]=2[CH:12]=[CH:11][CH:10]=1 |f:0.1,2.3|. Procedure details: 500 Parts of water, 20 parts of hydrazine hydrate and 100 parts of 30% sodium hydroxide solution are heated to 70°. 51 Parts of 1-nitro-anthraquinone are entered over the course of 1 hour. The temperature of the reaction mixture is kept at between 70° and 75°. After the addition of the whole amount of 1-nitroanthraquinone, the suspension is heated to 80° and stirred for 1 hour. 70 Parts of 40% sodium hydroxide solution are subsequently added. The reaction mass is then stirred at 90° over the cou... The reactants are C(C)(C)(C)OC(NCCCC[C@@H](C(NCCN(C)C(=O)OCC1=CC=CC=C1)=O)N)=O ({(S)-5-Amino-5-[2-(benzyloxycarbonyl-methyl-amino)-ethylcarbamoyl]-pentyl}-carbamic acid tert-butyl ester), CCN(C(C)C)C(C)C (DIEA), CC(=O)OC(=O)C (Ac2O). Solvent: C(Cl)(Cl)Cl (CHCl3). Reaction conditions: time 2 hour. The product is C(C)(C)OC(NCCCC[C@@H](C(NCCN(C)C(=O)OCC1=CC=CC=C1)=O)NC(C)=O)=O ({(S)-5-Acetylamino-5-[2-(benzyloxycarbonyl-methyl-amino)-ethyl carbamoyl]-pentyl}-carbamic acid isopropyl ester). The yield is 97.2%. As a reaction SMILES: [C:1]([O:5][C:6](=[O:31])[NH:7][CH2:8][CH2:9][CH2:10][CH2:11][C@H:12]([NH2:30])[C:13](=[O:29])[NH:14][CH2:15][CH2:16][N:17]([C:19]([O:21][CH2:22][C:23]1[CH:28]=[CH:27][CH:26]=[CH:25][CH:24]=1)=[O:20])[CH3:18])([CH3:4])([CH3:3])C.CCN(C(C)C)C(C)C.[CH3:41][C:42](OC(C)=O)=[O:43]>C(Cl)(Cl)Cl>[CH:1]([O:5][C:6](=[O:31])[NH:7][CH2:8][CH2:9][CH2:10][CH2:11][C@H:12]([NH:30][C:42](=[O:43])[CH3:41])[C:13](=[O:29])[NH:14][CH2:15][CH2:16][N:17]([C:19]([O:21][CH2:22][C:23]1[CH:24]=[CH:25][CH:26]=[CH:27][CH:28]=1)=[O:20])[CH3:18])([CH3:3])[CH3:4]. Procedure details: To a solution of compound H (1.4 g, 3.21 mmol) in CHCl3 (10 mL) at room temperature was added DIEA (2.6 mL, 15 mmol) followed by Ac2O (0.85 mL, 9.0 mmol). The reaction mixture was stirred at room temperature for 2 h. Solvents were removed in vacuo and then the residue was dissolved in dichloromethane (100 mL). The organic layer was washed with 10% citric acid (75 mL), saturated NaHCO3 (75 mL) and brine (75 mL). The organic layer was separated, dried over Na2SO4 and solvent removed in vacuo to af...